From a dataset of the Open Reaction Database (ORD), a public repository of structured organic reaction records. describe an organic reaction: reactants, conditions, products, and yield Reactants: CCO, CN(C)c1ccc([N+](=O)[O-])cn1. Yields the product CN(C)c1ccc(N)cn1. Reaction SMILES: [CH3:13][CH2:14][OH:15].[CH3:1][N:2]([c:3]1[n:4][cH:5][c:6]([N+:9]([O-:10])=[O:11])[cH:7][cH:8]1)[CH3:12]>>[CH3:1][N:2]([c:3]1[n:4][cH:5][c:6]([NH2:9])[cH:7][cH:8]1)[CH3:12]. The product is COC(C1=CC(=CC=C1)CN1C(CC2=CC(=CC=C12)C(C(F)(F)F)(C(F)(F)F)O)C)=O (3-[2-methyl-5-(2,2,2-trifluoro-1-hydroxy-1-trifluoromethyl-ethyl)-2,3-dihydro-indol-1-ylmethyl]-benzoic acid methyl ester). Isolated yield 56.4%. RXN SMILES: [CH3:1][CH:2]1[CH2:10][C:9]2[C:4](=[CH:5][CH:6]=[C:7]([C:11]([O:20][Si](CC)(CC)CC)([C:16]([F:19])([F:18])[F:17])[C:12]([F:15])([F:14])[F:13])[CH:8]=2)[NH:3]1.[CH3:28][O:29][C:30](=[O:39])[C:31]1[CH:36]=[CH:35][CH:34]=[C:33]([CH2:37]Cl)[CH:32]=1.CCCC[N+](CCCC)(CCCC)CCCC.[F-]>CN(C=O)C.C1COCC1>[CH3:28][O:29][C:30](=[O:39])[C:31]1[CH:36]=[CH:35][CH:34]=[C:33]([CH2:37][N:3]2[C:4]3[C:9](=[CH:8][C:7]([C:11]([OH:20])([C:16]([F:17])([F:18])[F:19])[C:12]([F:14])([F:15])[F:13])=[CH:6][CH:5]=3)[CH2:10][CH:2]2[CH3:1])[CH:32]=1 |f:2.3|. Conditions: temperature 80 celsius, time 10 hour. The reactants are CC1NC2=CC=C(C=C2C1)C(C(F)(F)F)(C(F)(F)F)O[Si](CC)(CC)CC (2-methyl-5-(2,2,2-trifluoro-1-triethylsilanyloxy-1-trifluoromethyl-ethyl)-2,3-dihydro-1H-indole), COC(C1=CC(=CC=C1)CCl)=O (3-chloromethyl-benzoic acid methyl ester), solution, CCCC[N+](CCCC)(CCCC)CCCC.[F-] (TBAF). Reported procedure: To a solution of 94 mg (0.23 mmol) of 2-methyl-5-(2,2,2-trifluoro-1-triethylsilanyloxy-1-trifluoromethyl-ethyl)-2,3-dihydro-1H-indole in 0.5 mL of DMF were added 104 mg (0.45 mmol) of 3-chloromethyl-benzoic acid methyl ester and the mixture was stirred at 80° C. for 10 hrs. After cooling to RT the mixture was treated with 0.5 mL of a 1M solution of TBAF in THF and stirred for an hour at 60° C. Evaporation of the solvent and chromatography on silica gel with EtOAc/n-heptane gave 58 mg (99%) of 3-... Run in CN(C)C=O (DMF), C1CCOC1 (THF). Starting materials: O=C(OCc1ccccc1)C1CCCC[NH2+]1, [Cl-], Cc1cc2nc(Cl)oc2cc1C. The product is Cc1cc2nc(N3CCCCC3C(=O)OCc3ccccc3)oc2cc1C. RXN SMILES: [CH2:14]([c:15]1[cH:16][cH:17][cH:18][cH:19][cH:20]1)[O:21][C:22](=[O:23])[CH:24]1[NH2+:25][CH2:26][CH2:27][CH2:28][CH2:29]1.[Cl-:13].[Cl:1][c:2]1[o:3][c:4]2[c:5]([n:6]1)[cH:7][c:8]([CH3:12])[c:9]([CH3:11])[cH:10]2>>[c:2]1([N:25]2[CH:24]([C:22]([O:21][CH2:14][c:15]3[cH:16][cH:17][cH:18][cH:19][cH:20]3)=[O:23])[CH2:29][CH2:28][CH2:27][CH2:26]2)[o:3][c:4]2[c:5]([n:6]1)[cH:7][c:8]([CH3:12])[c:9]([CH3:11])[cH:10]2. Yields the product OC1=CC=C(C(=O)C=2S(C3=C(C2C2=CC=CC=C2)C=CC=C3)=O)C=C1 (2-(4-Hydroxybenzoyl)-3-phenylbenzothiophene-1-oxide). As a reaction SMILES: [OH:1][C:2]1[CH:24]=[CH:23][C:5]([C:6]([C:8]2[S:9][C:10]3[CH:22]=[CH:21][CH:20]=[CH:19][C:11]=3[C:12]=2[C:13]2[CH:18]=[CH:17][CH:16]=[CH:15][CH:14]=2)=[O:7])=[CH:4][CH:3]=1.ClC1C=CC=C(C(OO)=[O:33])C=1>C(Cl)(Cl)Cl.C1C=CC=CC=1>[OH:1][C:2]1[CH:3]=[CH:4][C:5]([C:6]([C:8]2[S:9](=[O:33])[C:10]3[CH:22]=[CH:21][CH:20]=[CH:19][C:11]=3[C:12]=2[C:13]2[CH:18]=[CH:17][CH:16]=[CH:15][CH:14]=2)=[O:7])=[CH:23][CH:24]=1. Starting materials: OC1=CC=C(C(=O)C=2SC3=C(C2C2=CC=CC=C2)C=CC=C3)C=C1 (2-(4-hydroxybenzoyl)-3-phenylbenzothiophene), ClC1=CC(=CC=C1)C(=O)OO (m-chloroperbenzoic acid), sulfone. Procedure: The product from Example 3 (5.0 g.; 0.0151 mole) and 2.8 g. of m-chloroperbenzoic acid were dissolved together in chloroform. The mixture was allowed to stand at room temperature for about 3 days. The solution then was washed twice with aqueous sodium bicarbonate solution, then with water, and was dried over magnesium sulfate. The solution then was concentrated to dryness. Thin-layer chromatography (TLC) run on the crude product revealed the presence of the starting material, some sulfone, and t... Reaction conditions: time 3 day. Solvent: C1=CC=CC=C1 (benzene), C(Cl)(Cl)Cl (chloroform). Starting materials: C(C)OC(CC1=CC(=CC=C1)OC1=C(C=C(C=C1)C)CN1C(OCC1)=O)=O ({3-[4-methyl-2-(2-oxo-oxazolidin-3-ylmethyl)-phenoxy]-phenyl}-acetic acid ethyl ester), [OH-].[Li+] (lithium hydroxide). Run in CO (MeOH), O (H2O). Yields the product CC1=CC(=C(OC=2C=C(C=CC2)CC(=O)O)C=C1)CN1C(OCC1)=O ({3-[4-Methyl-2-(2-oxo-oxazolidin-3-ylmethyl)-phenoxy]-phenyl}-acetic acid). RXN SMILES: C([O:3][C:4](=[O:27])[CH2:5][C:6]1[CH:11]=[CH:10][CH:9]=[C:8]([O:12][C:13]2[CH:18]=[CH:17][C:16]([CH3:19])=[CH:15][C:14]=2[CH2:20][N:21]2[CH2:25][CH2:24][O:23][C:22]2=[O:26])[CH:7]=1)C.[OH-].[Li+]>CO.O>[CH3:19][C:16]1[CH:17]=[CH:18][C:13]([O:12][C:8]2[CH:7]=[C:6]([CH2:5][C:4]([OH:27])=[O:3])[CH:11]=[CH:10][CH:9]=2)=[C:14]([CH2:20][N:21]2[CH2:25][CH2:24][O:23][C:22]2=[O:26])[CH:15]=1 |f:1.2|. Procedure: Hydrolysis of {3-[4-methyl-2-(2-oxo-oxazolidin-3-ylmethyl)-phenoxy]-phenyl}-acetic acid ethyl ester with lithium hydroxide in MeOH and H2O at 60° C. provided the desired product.